From a dataset of the Open Reaction Database (ORD), a public repository of structured organic reaction records. describe an organic reaction: reactants, conditions, products, and yield Reactants: C(C)OCCN(S(=O)(=O)C=1SC=CC1)C=1C=CC=C2C=C(NC12)C=1SC(=CN1)CO (N-(2-ethoxyethyl)-N-{2-[5-(hydroxymethyl)-1,3-thiazol-2-yl]-1H-indol-7-yl}thiophene-2-sulfonamide), O1CCCC1 (tetrahydrofuran), S(=O)(Cl)Cl (thionyl chloride). Reagents/catalysts: CN(C=O)C (N,N-dimethylformamide). The solvent is C(C)(=O)OCC (ethyl acetate), [Cl-].[Na+].O (brine). Run at time 8 hour. Product: ClCC1=CN=C(S1)C=1NC2=C(C=CC=C2C1)N(S(=O)(=O)C=1SC=CC1)CCOCC (N-{2-[5-(Chloromethyl)-1,3-thiazol-2-yl]-1H-indol-7-yl}-N-(2-ethoxyethyl)thiophene-2-sulfonamide). The yield is 93.3%. RXN SMILES: [CH2:1]([O:3][CH2:4][CH2:5][N:6]([C:15]1[CH:16]=[CH:17][CH:18]=[C:19]2[C:23]=1[NH:22][C:21]([C:24]1[S:25][C:26]([CH2:29]O)=[CH:27][N:28]=1)=[CH:20]2)[S:7]([C:10]1[S:11][CH:12]=[CH:13][CH:14]=1)(=[O:9])=[O:8])[CH3:2].O1CCCC1.S(Cl)([Cl:38])=O>CN(C)C=O.C(OCC)(=O)C.[Cl-].[Na+].O>[Cl:38][CH2:29][C:26]1[S:25][C:24]([C:21]2[NH:22][C:23]3[C:19]([CH:20]=2)=[CH:18][CH:17]=[CH:16][C:15]=3[N:6]([CH2:5][CH2:4][O:3][CH2:1][CH3:2])[S:7]([C:10]2[S:11][CH:12]=[CH:13][CH:14]=2)(=[O:9])=[O:8])=[N:28][CH:27]=1 |f:5.6.7|. Procedure: To a mixture of N-(2-ethoxyethyl)-N-{2-[5-(hydroxymethyl)-1,3-thiazol-2-yl]-1H-indol-7-yl}thiophene-2-sulfonamide (1.00 g), N,N-dimethylformamide (1 drop) and tetrahydrofuran (15 mL) was added thionyl chloride (409 mg), and the mixture was stirred at room temperature overnight. The reaction mixture was diluted with ethyl acetate and saturated brine, and washed with saturated brine. The organic layer was dried over magnesium sulfate and filtrated. The filtrate was concentrated, and the obtained s... Starting materials: FC1=C(C=CC(=C1)F)NS(=O)(=O)C1CCCC=C1C(=O)[O-].[Na+] (Sodium 6-[N-(2,4difluorophenyl)sulfamoyl]-1-cyclohexene-1-carboxylate), Cl (HCl). Run in O (water). Product: FC1=C(C=CC(=C1)F)NS(=O)(=O)C1CCCC=C1C(=O)O (6-[N-(2,4-difluorophenyl)sulfamoyl]-1-cyclohexene-1-carboxylic acid). Yield: 98.0%. As a reaction SMILES: [F:1][C:2]1[CH:7]=[C:6]([F:8])[CH:5]=[CH:4][C:3]=1[NH:9][S:10]([CH:13]1[C:18]([C:19]([O-:21])=[O:20])=[CH:17][CH2:16][CH2:15][CH2:14]1)(=[O:12])=[O:11].[Na+].Cl>O>[F:1][C:2]1[CH:7]=[C:6]([F:8])[CH:5]=[CH:4][C:3]=1[NH:9][S:10]([CH:13]1[C:18]([C:19]([OH:21])=[O:20])=[CH:17][CH2:16][CH2:15][CH2:14]1)(=[O:11])=[O:12] |f:0.1|. Procedure details: Sodium 6-[N-(2,4difluorophenyl)sulfamoyl]-1-cyclohexene-1-carboxylate (0.48 g) was dissolved in water (100 ml) and adjusted at pH 1 to 2 with 1N HCl and then extracted with ethyl acetate (100 ml). The ethyl acetate layer was washed with water (100 ml×2) and dried over anhydrous magnesium sulfate and then the solvent was distilled off under reduced pressure. The residue was crystallized from diisopropyl ether to obtain 6-[N-(2,4-difluorophenyl)sulfamoyl]-1-cyclohexene-1-carboxylic acid (0.44 g) a... Run at temperature 200 celsius. Procedure details: A mixture of 4-fluorobenzo[b]thiophene-2-carboxylic acid (200 mg, 1.019 mmol) and 1,8-diazabicyclo[5.4.0]undec-7-ene (0.457 mL, 3.06 mmol) in DMA (1 mL) was heated at 200° C. for 1 hour. The reaction mixture was allowed to cool and was poured into water (100 mL). The product was extracted with hexane (2×20 mL) and washed with 1N HCl (100 mL) and 1N NaOH (50 mL). The organic layers were combined, dried over Na2SO4 and the solvent was removed in vacuo to give the title compound as a yellow oil, wh... RXN SMILES: [F:1][C:2]1[C:10]2[CH:9]=[C:8](C(O)=O)[S:7][C:6]=2[CH:5]=[CH:4][CH:3]=1.N12CCCN=C1CCCCC2.O>CC(N(C)C)=O>[F:1][C:2]1[C:10]2[CH:9]=[CH:8][S:7][C:6]=2[CH:5]=[CH:4][CH:3]=1. Product: FC1=CC=CC=2SC=CC21 (4-Fluorobenzo[b]thiophene). Run in CC(=O)N(C)C (DMA). Starting materials: FC1=CC=CC=2SC(=CC21)C(=O)O (4-fluorobenzo[b]thiophene-2-carboxylic acid), N12CCCCCC2=NCCC1 (1,8-diazabicyclo[5.4.0]undec-7-ene), O (water). The reactants are CCCCO, C=CC#N, CCCCOC(C=O)OCCCC. The product is C=C(C#N)C(O)C(OCCCC)OCCCC. RXN SMILES: [CH2:18]([OH:19])[CH2:20][CH2:21][CH3:22].[CH2:1]=[CH:2][C:3]#[N:4].[CH2:5]([CH2:6][CH2:7][CH3:8])[O:9][CH:10]([CH:11]=[O:12])[O:13][CH2:14][CH2:15][CH2:16][CH3:17]>>[CH2:1]=[C:2]([C:3]#[N:4])[CH:11]([CH:10]([O:9][CH2:5][CH2:6][CH2:7][CH3:8])[O:13][CH2:14][CH2:15][CH2:16][CH3:17])[OH:12]. The reactants are CC(C)SCl (2-propylsulphenyl chloride), O1C(NCC1)=O (oxazolidin-2-one), CN(CC1=CC=CC=C1)C (dimethylbenzylamine). Run in ClC1=CC=CC=C1 (chlorobenzene), ClC1=CC=CC=C1 (chlorobenzene), CN(C=O)C (dimethylformamide). Reaction conditions: time 1.5 hour. The product is CC(C)SN1C(OCC1)=O (3-(2-propylthio)oxazolidin-2-one). The yield is 60.0%. RXN SMILES: [CH3:1][CH:2]([S:4]Cl)[CH3:3].[O:6]1[CH2:10][CH2:9][NH:8][C:7]1=[O:11].CN(C)CC1C=CC=CC=1>ClC1C=CC=CC=1.CN(C)C=O>[CH3:1][CH:2]([S:4][N:8]1[CH2:9][CH2:10][O:6][C:7]1=[O:11])[CH3:3]. Procedure details: A solution of 0.6 mol of 2-propylsulphenyl chloride in 200 ml of chlorobenzene was added dropwise at 0° to 10° C. to 52.2 g (0.6 mol) of oxazolidin-2-one and 85 g (0.62 mol) of dimethylbenzylamine in 200 ml of chlorobenzene and 50 ml of dimethylformamide. After stirring for 1.5 hours at room temperature, the mother liquor was filtered from precipitated amine hydrochloride, washed with water and dried over sodium sulphate and the solvent was subsequently removed in vacuo at 40° C. 58 g of 3-(2-pr... Reactants: C(C)(C)(C)C1=C(C=CC=C1)N1CCN(CC1)C(=O)C1CCC(N1)=O (5-{[4-(2-tert-Butylphenyl)piperazin-1-yl]carbonyl}pyrrolidin-2-one), [H-].[Na+] (sodium hydride), BrCC(=O)OC (methyl bromoacetate). Run in CN(C)C=O (DMF). Conditions: time 30 minute. Product: C(C)(C)(C)C1=C(C=CC=C1)N1CCN(CC1)C(=O)C1N(C(CC1)=O)CC(=O)OC (Methyl (2-{[4-(2-tert-butylphenyl)piperazin-1-yl]carbonyl}-5-oxopyrrolidin-1-yl)acetate). Yield: 84.4%. RXN SMILES: [C:1]([C:5]1[CH:10]=[CH:9][CH:8]=[CH:7][C:6]=1[N:11]1[CH2:16][CH2:15][N:14]([C:17]([CH:19]2[NH:23][C:22](=[O:24])[CH2:21][CH2:20]2)=[O:18])[CH2:13][CH2:12]1)([CH3:4])([CH3:3])[CH3:2].[H-].[Na+].Br[CH2:28][C:29]([O:31][CH3:32])=[O:30]>CN(C=O)C>[C:1]([C:5]1[CH:10]=[CH:9][CH:8]=[CH:7][C:6]=1[N:11]1[CH2:12][CH2:13][N:14]([C:17]([CH:19]2[CH2:20][CH2:21][C:22](=[O:24])[N:23]2[CH2:28][C:29]([O:31][CH3:32])=[O:30])=[O:18])[CH2:15][CH2:16]1)([CH3:4])([CH3:2])[CH3:3] |f:1.2|. Procedure details: To a stirring solution of 5-{[4-(2-tert-butylphenyl)piperazin-1-yl]carbonyl}pyrrolidin-2-one obtained in Example 62 (0.40 g, 1.21 mmol) in DMF (7 mL) was added sodium hydride (54 mg, 60% in mineral oil, 1.34 mmol) and the mixture was stirred at room temperature for 30 min. After this time, to the mixture was added methyl bromoacetate (0.20 g, 1.34 mmol) and the mixture was stirred at room temperature for 2 h. The reaction was quenched with saturated ammonium chloride solution, and the mixture wa... The reactants are CC[O-], ClCc1ccc(Cl)cc1, [Na+], O, CCOC(=O)c1ccc(O)cc1. Yields the product CCOC(=O)c1ccc(OCc2ccc(Cl)cc2)cc1. Reaction SMILES: [CH3:24][CH2:25][O-:26].[Cl:13][c:14]1[cH:15][cH:16][c:17]([CH2:18][Cl:19])[cH:20][cH:21]1.[Na+:23].[OH2:22].[OH:1][c:2]1[cH:3][cH:4][c:5]([C:6](=[O:7])[O:8][CH2:9][CH3:10])[cH:11][cH:12]1>>[O:1]([c:2]1[cH:3][cH:4][c:5]([C:6](=[O:7])[O:8][CH2:9][CH3:10])[cH:11][cH:12]1)[CH2:18][c:17]1[cH:16][cH:15][c:14]([Cl:13])[cH:21][cH:20]1. Reactants: FC(S(=O)(=O)OC1=CC2=CC=C(C=C2C=C1)C1=CC=C(C=C1)F)(F)F (6-(4-fluorophenyl)-2-naphthyl trifluoromethanesulfonate), CN1C(=NC=C1)S (1-methyl-1H-imidazole-2-thiol), C(C)(C)N(CC)C(C)C (diisopropylethylamine), O (water). Reagents/catalysts: C=1C=CC(=CC1)/C=C/C(=O)/C=C/C2=CC=CC=C2.C=1C=CC(=CC1)/C=C/C(=O)/C=C/C2=CC=CC=C2.C=1C=CC(=CC1)/C=C/C(=O)/C=C/C2=CC=CC=C2.[Pd].[Pd] (tris(dibenzylideneacetone)dipalladium(0)), C1(=CC=CC=C1)P(C1=CC=CC=2C(C3=CC=CC(=C3OC12)P(C1=CC=CC=C1)C1=CC=CC=C1)(C)C)C1=CC=CC=C1 (4,5-bis(diphenylphosphino)-9,9-dimethylxanthene). Run in O1CCOCC1 (dioxane). Run at temperature 125 celsius. Product: FC1=CC=C(C=C1)C=1C=C2C=CC(=CC2=CC1)SC=1N(C=CN1)C (2-{[6-(4-Fluorophenyl)-2-naphthyl]thio}-1-methyl-1H-imidazole). The yield is 91.2%. RXN SMILES: FC(F)(F)S(O[C:7]1[CH:16]=[CH:15][C:14]2[C:9](=[CH:10][CH:11]=[C:12]([C:17]3[CH:22]=[CH:21][C:20]([F:23])=[CH:19][CH:18]=3)[CH:13]=2)[CH:8]=1)(=O)=O.[CH3:26][N:27]1[CH:31]=[CH:30][N:29]=[C:28]1[SH:32].C(N(C(C)C)CC)(C)C.O>O1CCOCC1.C1C=CC(/C=C/C(/C=C/C2C=CC=CC=2)=O)=CC=1.C1C=CC(/C=C/C(/C=C/C2C=CC=CC=2)=O)=CC=1.C1C=CC(/C=C/C(/C=C/C2C=CC=CC=2)=O)=CC=1.[Pd].[Pd].C1(P(C2C=CC=CC=2)C2C3OC4C(=CC=CC=4P(C4C=CC=CC=4)C4C=CC=CC=4)C(C)(C)C=3C=CC=2)C=CC=CC=1>[F:23][C:20]1[CH:19]=[CH:18][C:17]([C:12]2[CH:13]=[C:14]3[C:9](=[CH:10][CH:11]=2)[CH:8]=[C:7]([S:32][C:28]2[N:27]([CH3:26])[CH:31]=[CH:30][N:29]=2)[CH:16]=[CH:15]3)=[CH:22][CH:21]=1 |f:5.6.7.8.9|. Reported procedure: A mixture of 6-(4-fluorophenyl)-2-naphthyl trifluoromethanesulfonate (Ex 1 Step 2, 150 mg, 0.41 mmol), 1-methyl-1H-imidazole-2-thiol (47 mg, 0.41 mmol), tris(dibenzylideneacetone)dipalladium(0) (16 mg), 4,5-bis(diphenylphosphino)-9,9-dimethylxanthene (20 mg) and diisopropylethylamine (0.15 mL, 0.82 mmol) in dioxane (3 mL) was heated to 125° C. under nitrogen for 15 h. The cooled reaction mixture was poured into water and extracted with ethyl acetate (x3). The combined organic layers were washed ... Starting materials: C[Si](CCCOCC1OC1)(CC[Si](C)(C)C)C (2-{3-[Dimethyl-(2-trimethylsilanyl-ethyl)-silanyl]-propoxymethyl}-oxirane), C(C)(C)NC(C)C (Diisopropylamine), C(C)(C)NC(C)C (diisopropylamine). The solvent is C(C)O (ethanol), C(C)O (ethanol), C(C)O (Ethanol). Reaction conditions: temperature 60 celsius. The product is C(C)(C)N(CC(COCCC[Si](CC[Si](C)(C)C)(C)C)O)C(C)C (1-Diisopropylamino-3-{3-[dimethyl-(2-trimethylsilanyl-ethyl)-silanyl]-propoxy}-propan-2-ol). RXN SMILES: [CH:1]([NH:4][CH:5]([CH3:7])[CH3:6])([CH3:3])[CH3:2].[CH3:8][Si:9]([CH3:24])([CH2:18][CH2:19][Si:20]([CH3:23])([CH3:22])[CH3:21])[CH2:10][CH2:11][CH2:12][O:13][CH2:14][CH:15]1[CH2:17][O:16]1>C(O)C>[CH:1]([N:4]([CH:5]([CH3:7])[CH3:6])[CH2:17][CH:15]([OH:16])[CH2:14][O:13][CH2:12][CH2:11][CH2:10][Si:9]([CH3:8])([CH3:24])[CH2:18][CH2:19][Si:20]([CH3:23])([CH3:22])[CH3:21])([CH3:3])[CH3:2]. Reported procedure: Diisopropylamine (3.68 g, 36.4 mMol) and 40 mL of ethanol were charged to a 100 mL RB flask equipped with a magnetic stirrer. The mixture was stirred and heated to 60° C. 2-{3-[Dimethyl-(2-trimethylsilanyl-ethyl)-silanyl]-propoxymethyl}-oxirane 8 (2 g; 7.28 mMol) mixed with 10 g ethanol was placed in an addition funnel and added dropwise to the flask. The mixture was stirred and maintained at 60° C. for an additional 8 hours. Ethanol and diisopropylamine were stripped off on the rotovap. The mix... Reactants: OC[C@@H]1C[C@@H]([C@H](CN1S(=O)(=O)C1=CC=C(C=C1)C)O)C1=CC=C(C=C1)OC ((3R,4R,6S)-6-hydroxymethyl-4-(4-methoxy-phenyl)-1-(toluene-4-sulfonyl)-piperidin-3-ol), N1C=NC=C1 (imidazole), C(C)(C)[Si](Cl)(C(C)C)C(C)C (triisopropylchlorosilane). Solvent: CN(C=O)C (N,N-dimethylformamide), Cl (hydrochloric acid). Conditions: time 8 hour. Yields the product COC1=CC=C(C=C1)[C@@H]1[C@H](CN([C@@H](C1)CO[Si](C(C)C)(C(C)C)C(C)C)S(=O)(=O)C1=CC=C(C=C1)C)O ((3R,4R,6S)-4-(4-Methoxy-phenyl)-1-(toluene-4-sulfonyl)-6-triisopropylsilanyloxymethyl-piperidin-3-ol). As a reaction SMILES: [OH:1][CH2:2][C@H:3]1[N:8]([S:9]([C:12]2[CH:17]=[CH:16][C:15]([CH3:18])=[CH:14][CH:13]=2)(=[O:11])=[O:10])[CH2:7][C@H:6]([OH:19])[C@@H:5]([C:20]2[CH:25]=[CH:24][C:23]([O:26][CH3:27])=[CH:22][CH:21]=2)[CH2:4]1.N1C=CN=C1.[CH:33]([Si:36]([CH:41]([CH3:43])[CH3:42])([CH:38]([CH3:40])[CH3:39])Cl)([CH3:35])[CH3:34]>CN(C)C=O.Cl>[CH3:27][O:26][C:23]1[CH:22]=[CH:21][C:20]([C@H:5]2[CH2:4][C@@H:3]([CH2:2][O:1][Si:36]([CH:41]([CH3:43])[CH3:42])([CH:38]([CH3:40])[CH3:39])[CH:33]([CH3:35])[CH3:34])[N:8]([S:9]([C:12]3[CH:13]=[CH:14][C:15]([CH3:18])=[CH:16][CH:17]=3)(=[O:10])=[O:11])[CH2:7][C@@H:6]2[OH:19])=[CH:25][CH:24]=1. Procedure: To a stirred solution of 19.3 g of (3R,4R,6S)-6-hydroxymethyl-4-(4-methoxy-phenyl)-1-(toluene-4-sulfonyl)-piperidin-3-ol in 400 ml of N,N-dimethylformamide is added 10.9 g of imidazole and 6.79 g of triisopropylchlorosilane at room temperature. The reaction mixture is stirred overnight, diluted with 1N hydrochloric acid and extracted with tert-butyl methyl ether. The organic phases are combined, dried over sodium sulfate and concentrated under reduced pressure. The crude product is purified by f...